Task: describe an organic reaction: reactants, conditions, products, and yield. Dataset: the Open Reaction Database (ORD), a public repository of structured organic reaction records Starting materials: CC1([C@@H]([C@@H]1CC1(OCCO1)C)C(=O)OC)C (methyl (1R,cis)-2,2-dimethyl-3-(2-methyl-1,3-dioxolan-2-ylmethyl)cyclopropanecarboxylate), [OH-].[Na+] (sodium hydroxide), Cl (hydrochloric acid). Solvent: O (water), CO (methanol). Reaction conditions: temperature 51 celsius. Product: CC1([C@@H]([C@@H]1CC1(OCCO1)C)C(=O)O)C ((1R,cis)-2,2-dimethyl-3-(2-methyl-1,3-dioxolan-2-ylmethyl)-cyclopropanecarboxyic acid). The yield is 59.9%. RXN SMILES: [CH3:1][C:2]1([CH3:16])[C@@H:4]([CH2:5][C:6]2([CH3:11])[O:10][CH2:9][CH2:8][O:7]2)[C@H:3]1[C:12]([O:14]C)=[O:13].[OH-].[Na+].Cl>CO.O>[CH3:1][C:2]1([CH3:16])[C@@H:4]([CH2:5][C:6]2([CH3:11])[O:10][CH2:9][CH2:8][O:7]2)[C@H:3]1[C:12]([OH:14])=[O:13] |f:1.2|. Reported procedure: To a solution of 0.8 g of methyl (1R,cis)-2,2-dimethyl-3-(2-methyl-1,3-dioxolan-2-ylmethyl)cyclopropanecarboxylate in 5 ml of methanol, was added 1.6 ml of a 10% aqueous sodium hydroxide solution. The mixture was heated at 51° C. for 16 hours. The resulting mixture was diluted with water, acidified to pH 3 with 1 N hydrochloric acid, extracted with diethyl ether, and the extract was dried over magnesium sulfate and stripped to give 0.45 g of the desired product as a clear oil. Reactants: ClCCl, CN(C)CCN(C)C, CCOC(C)=O, O=C1CCCCC2CCCC(c3ccc(F)cc3)N12, C[Si](C)(C)I, I, [Na+], [Na+], O=S([O-])([O-])=S. Yields the product O=C1C(I)CCCC2CCCC(c3ccc(F)cc3)N12. RXN SMILES: [CH2:41]([Cl:42])[Cl:43].[CH3:25][N:26]([CH3:27])[CH2:28][CH2:29][N:30]([CH3:31])[CH3:32].[CH3:44][CH2:45][O:46][C:47](=[O:48])[CH3:49].[F:6][c:7]1[cH:8][cH:9][c:10]([CH:13]2[CH2:14][CH2:15][CH2:16][CH:17]3[N:18]2[C:19](=[O:24])[CH2:20][CH2:21][CH2:22][CH2:23]3)[cH:11][cH:12]1.[I:1][Si:2]([CH3:3])([CH3:4])[CH3:5].[I:33].[Na+:39].[Na+:40].[S:34]([O-:35])([O-:36])(=[O:37])=[S:38]>>[I:1][CH:20]1[C:19](=[O:24])[N:18]2[CH:13]([c:10]3[cH:9][cH:8][c:7]([F:6])[cH:12][cH:11]3)[CH2:14][CH2:15][CH2:16][CH:17]2[CH2:23][CH2:22][CH2:21]1. Starting materials: FC(F)(F)c1cc(Cl)nc(-c2cccnc2)n1, Cc1ccc(F)cc1N. The product is Cc1ccc(F)cc1Nc1cc(C(F)(F)F)nc(-c2cccnc2)n1. RXN SMILES: [Cl:1][c:2]1[n:3][c:4](-[c:12]2[cH:13][n:14][cH:15][cH:16][cH:17]2)[n:5][c:6]([C:8]([F:9])([F:10])[F:11])[cH:7]1.[F:18][c:19]1[cH:20][cH:21][c:22]([CH3:26])[c:23]([NH2:24])[cH:25]1>>[c:2]1([NH:24][c:23]2[c:22]([CH3:26])[cH:21][cH:20][c:19]([F:18])[cH:25]2)[n:3][c:4](-[c:12]2[cH:13][n:14][cH:15][cH:16][cH:17]2)[n:5][c:6]([C:8]([F:9])([F:10])[F:11])[cH:7]1. The reactants are ON=C(C(=O)C)C=1C=NC=CC1 (1-hydroxyimino-1-(3-pyridyl)acetone), O.N (ammonia water), COC1=C(C=O)C=CC=C1 (2-methoxybenzaldehyde). Solvent: O1CCOCC1 (dioxane), C(C)O (ethanol). Run at time 8 day. Yields the product ON1C(=NC(=C1C=1C=NC=CC1)C)C1=C(C=CC=C1)OC (1-hydroxy-2-(2-methoxyphenyl)-4-methyl-5-(3-pyridyl)imidazole). As a reaction SMILES: [OH:1][N:2]=[C:3]([C:7]1[CH:8]=[N:9][CH:10]=[CH:11][CH:12]=1)[C:4]([CH3:6])=O.O.[NH3:14].[CH3:15][O:16][C:17]1[CH:24]=[CH:23][CH:22]=[CH:21][C:18]=1[CH:19]=O>O1CCOCC1.C(O)C>[OH:1][N:2]1[C:3]([C:7]2[CH:8]=[N:9][CH:10]=[CH:11][CH:12]=2)=[C:4]([CH3:6])[N:14]=[C:19]1[C:18]1[CH:21]=[CH:22][CH:23]=[CH:24][C:17]=1[O:16][CH3:15] |f:1.2|. Procedure details: To a suspension of 1-hydroxyimino-1-(3-pyridyl)acetone (1.5 g) in a mixture of dioxane (30 ml) and ethanol (8 ml) were added conc. ammonia water (40 ml) and 2-methoxybenzaldehyde (1.24 g), and the mixture was stirred at ambient temperature for 8 days. After evaporation, the mixture was triturated with chloroform to give 1-hydroxy-2-(2-methoxyphenyl)-4-methyl-5-(3-pyridyl)imidazole (1.65 g). Reactants: Cl.Cl.N1CCC(CC1)\C=C/1\C(=NC(S1)=O)NCC#C ((5Z)-5-(piperidin-4-ylmethylidene)-4-(prop-2-yn-1-ylamino)-1,3-thiazol-2(5H)-one dihydrochloride), C1(CCCCC1)C=O (cyclohexanecarbaldehyde), C(O)([O-])=O.[Na+] (sodium hydrogen carbonate), C(C)(=O)O[BH-](OC(C)=O)OC(C)=O.[Na+] (sodium triacetoxyborohydride). Solvent: CN(C)C=O (DMF), C(C)N(CC)CC (triethylamine). Conditions: time 1 hour. The product is C1(CCCCC1)CN1CCC(CC1)\C=C/1\C(=NC(S1)=O)NCC#C ((5Z)-5-{[1-(cyclohexylmethyl)piperidin-4-yl]methylidene}-4-(prop-2-yn-1-ylamino)-1,3-thiazol-2(5H)-one). Reaction SMILES: Cl.Cl.[NH:3]1[CH2:8][CH2:7][CH:6](/[CH:9]=[C:10]2/[C:11]([NH:16][CH2:17][C:18]#[CH:19])=[N:12][C:13](=[O:15])[S:14]/2)[CH2:5][CH2:4]1.[CH:20]1([CH:26]=O)[CH2:25][CH2:24][CH2:23][CH2:22][CH2:21]1.C(O[BH-](OC(=O)C)OC(=O)C)(=O)C.[Na+].C(=O)([O-])O.[Na+]>CN(C=O)C.C(N(CC)CC)C>[CH:20]1([CH2:26][N:3]2[CH2:8][CH2:7][CH:6](/[CH:9]=[C:10]3/[C:11]([NH:16][CH2:17][C:18]#[CH:19])=[N:12][C:13](=[O:15])[S:14]/3)[CH2:5][CH2:4]2)[CH2:25][CH2:24][CH2:23][CH2:22][CH2:21]1 |f:0.1.2,4.5,6.7|. Procedure details: To a solution of (5Z)-5-(piperidin-4-ylmethylidene)-4-(prop-2-yn-1-ylamino)-1,3-thiazol-2(5H)-one dihydrochloride (200 mg) in DMF (3 mL) were added triethylamine (0.35 mL) and cyclohexanecarbaldehyde (0.11 mL). The reaction mixture was stirred at room temperature for 1 hr, and sodium triacetoxyborohydride (554 mg) was added. The reaction mixture was stirred at room temperature for 3 hr, saturated aqueous sodium hydrogen carbonate solution was added, and the mixture was extracted with ethyl aceta...